Dataset: the Open Reaction Database (ORD), a public repository of structured organic reaction records. Task: describe an organic reaction: reactants, conditions, products, and yield The reactants are COC=1C=C(C=CC1)C=CC1CCCCC(N1)=O (hexahydro-7-[2-(3-methoxyphenyl)ethenyl]-2H-azepin-2-one). The reagents and catalysts are [Pd] (Pd on carbon). Solvent: CO (MeOH). The product is O1C=C(C=C1)CCC1CCCCC(N1)=O (7-[2-(3-furanyl)ethyl]hexahydro-2H-azepin-2-one). As a reaction SMILES: C[O:2][C:3]1[CH:4]=[C:5]([CH:9]=[CH:10][CH:11]2[NH:17][C:16](=[O:18])[CH2:15][CH2:14][CH2:13][CH2:12]2)[CH:6]=CC=1>CO.[Pd]>[O:2]1[CH:3]=[CH:4][C:5]([CH2:9][CH2:10][CH:11]2[NH:17][C:16](=[O:18])[CH2:15][CH2:14][CH2:13][CH2:12]2)=[CH:6]1. Procedure details: The title material of Example 163 In MeOH is hydrogenated over Pd on carbon in a standard Parr apparatus by the method of Example 35 to generate the title product The reactants are [H-].[Na+] (NaH), C(C)(=O)O\N=C(/C1=C(C(=C(C=C1)OC)C)O)\C1=C(C=CC=C1)F (E-2'-fluoro-2-hydroxy-4-methoxy-3-methylbenzophenone O-acetyl oxime), O (H2O). Solvent: CN(C)C=O (DMF), CN(C)C=O (DMF). Product: FC1=C(C=CC=C1)C1=NOC2=C1C=CC(=C2C)OC (3-(2-fluorophenyl)-6-methoxy-7-methyl-1,2-benzisoxazole). RXN SMILES: C(O/[N:5]=[C:6](/[C:17]1[CH:22]=[CH:21][CH:20]=[CH:19][C:18]=1[F:23])\[C:7]1[CH:12]=[CH:11][C:10]([O:13][CH3:14])=[C:9]([CH3:15])[C:8]=1[OH:16])(=O)C.[H-].[Na+].O>CN(C=O)C>[F:23][C:18]1[CH:19]=[CH:20][CH:21]=[CH:22][C:17]=1[C:6]1[C:7]2[CH:12]=[CH:11][C:10]([O:13][CH3:14])=[C:9]([CH3:15])[C:8]=2[O:16][N:5]=1 |f:1.2|. Procedure details: E-2'-fluoro-2-hydroxy-4-methoxy-3-methylbenzophenone O-acetyl oxime (22.0 g) is dissolved in 100 ml of DMF and added to a suspension of 2.5 g NaH in 100 ml DMF. An ice bath is applied to keep the reaction temperature >30° C. After 40 minutes the reaction is poured into H2O and extracted with ether. After washing well with H2O, the ether is dried and evaporated to give a crystalline product that is washed with cold hexane to give 3-(2-fluorophenyl)-6-methoxy-7-methyl-1,2-benzisoxazole, mp 105°-10... Reactants: C(C)N(C(C)C)C(C)C (N-ethyldiisopropylamine), BrCCCC (1-bromobutane), NCC1=NC(=NO1)C=1N=CN2C1CN(C(C1=C2SC=C1)=O)C (7-(5-aminomethyl-1,2,4-oxadiazol-3-yl)-5-methyl-5,6-dihydro-4H-imidazo[1,5-a]thieno[3,2-f][1,4]diazepin-4-one), CN(C=O)C (dimethylformamide). Reaction conditions: time 1 hour. Yields the product C(CCC)N(CCCC)CC1=NC(=NO1)C=1N=CN2C1CN(C(C1=C2SC=C1)=O)C (7-(5-dibutylaminomethyl-1,2,4-oxadiazol-3-yl)-5-methyl-5,6-dihydro-4H-imidazo[1,5-a]thieno[3,2-f][1,4]diazepin-4-one). Isolated yield 22.0%. Reaction SMILES: C(N([CH:7]([CH3:9])[CH3:8])C(C)C)C.Br[CH2:11][CH2:12][CH2:13][CH3:14].[NH2:15][CH2:16][C:17]1[O:21][N:20]=[C:19]([C:22]2[N:23]=[CH:24][N:25]3[C:31]4[S:32][CH:33]=[CH:34][C:30]=4[C:29](=[O:35])[N:28]([CH3:36])[CH2:27][C:26]=23)[N:18]=1.[CH3:37]N(C)C=O>>[CH2:11]([N:15]([CH2:16][C:17]1[O:21][N:20]=[C:19]([C:22]2[N:23]=[CH:24][N:25]3[C:31]4[S:32][CH:33]=[CH:34][C:30]=4[C:29](=[O:35])[N:28]([CH3:36])[CH2:27][C:26]=23)[N:18]=1)[CH2:37][CH2:9][CH2:7][CH3:8])[CH2:12][CH2:13][CH3:14]. Reported procedure: 3.7 ml (21.8 mmol) of N-ethyldiisopropylamine and 1.4 ml (12.6 mmol) of 1-bromobutane were added to a solution of 1.0 g (3.16 mmol) of 7-(5-aminomethyl-1,2,4-oxadiazol-3-yl)-5-methyl-5,6-dihydro-4H-imidazo[1,5-a]thieno[3,2-f][1,4]diazepin-4-one in 30 ml of dimethylformamide and the mixture was stirred at 70° for 1 hour. The reaction solution was subsequently evaporated, whereupon the residue was partitioned between methylene chloride and 2N sodium carbonate solution. The aqueous phase was washed... Yields the product IC1=C2C(=C3C(=N1)N(C(=C3)C(=O)N(C3CC3)C3CC3)CC)N(C=N2)C (4-iodo-N,N-dicyclopropyl-6-ethyl-1-methyl-1,6-dihydroimidazo[4,5-d]pyrrolo[2,3-b]pyridine-7-carboxamide). Reaction SMILES: N[C:2]1[N:7]=[C:6]2[N:8]([CH2:20][CH3:21])[C:9]([C:11]([N:13]([CH:17]3[CH2:19][CH2:18]3)[CH:14]3[CH2:16][CH2:15]3)=[O:12])=[CH:10][C:5]2=[C:4]2[N:22]([CH3:25])[CH:23]=[N:24][C:3]=12.N(OCCC(C)C)=O.C(=O)(O)[O-].[Na+].[I:39]CI>ClCCl>[I:39][C:2]1[N:7]=[C:6]2[N:8]([CH2:20][CH3:21])[C:9]([C:11]([N:13]([CH:17]3[CH2:19][CH2:18]3)[CH:14]3[CH2:16][CH2:15]3)=[O:12])=[CH:10][C:5]2=[C:4]2[N:22]([CH3:25])[CH:23]=[N:24][C:3]=12 |f:2.3|. The reactants are N(=O)OCCC(C)C (isoamyl nitrite), NC1=C2C(=C3C(=N1)N(C(=C3)C(=O)N(C3CC3)C3CC3)CC)N(C=N2)C (4-amino-N,N-dicyclopropyl-6-ethyl-1-methyl-1,6-dihydroimidazo[4,5-d]pyrrolo[2,3-b]pyridine-7-carboxamide), ICI (diiodomethane), C([O-])(O)=O.[Na+] (sodium bicarbonate). Conditions: temperature 60 celsius, time 16 hour. Procedure details: To a stirred suspension of 4-amino-N,N-dicyclopropyl-6-ethyl-1-methyl-1,6-dihydroimidazo[4,5-d]pyrrolo[2,3-b]pyridine-7-carboxamide (34.4 mg, 0.102 mmol) in diiodomethane (102 μL) at 60° C. was slowly added isoamyl nitrite (27.4 μL, 0.203 mmol). The reaction mixture was stirred at 60° C. 5 h. After cooling to rt, the reaction mixture was diluted with dichloromethane. Saturated aqueous sodium bicarbonate was added and the aqueous layer was extracted with dichloromethane (3×). The combined organic... Run in ClCCl (dichloromethane). The solvent is CN1C(CCC1)=O (N-methyl-2-pyrrolidone). As a reaction SMILES: [CH3:1][N:2]1[CH2:13][C:5]2[CH:6]=[CH:7][C:8]3[C:12]([C:4]=2[CH2:3]1)=[N:11][CH2:10][N:9]=3.C([O-])([O-])=O.[K+].[K+].[Br:20][C:21]1[CH:22]=[C:23](I)[CH:24]=[CH:25][CH:26]=1>CN1CCCC1=O.[Cu]>[Br:20][C:21]1[CH:26]=[C:25]([N:9]2[C:8]3[CH:7]=[CH:6][C:5]4[CH2:13][N:2]([CH3:1])[CH2:3][C:4]=4[C:12]=3[NH:11][CH2:10]2)[CH:24]=[CH:23][CH:22]=1 |f:1.2.3|. Reactants: CN1CC2=C(C=CC3=NCN=C32)C1 (6,8-dihydro-7-methyl-2H-pyrrolo[3,4-e]benzimidazole), C(=O)([O-])[O-].[K+].[K+] (K2CO3), BrC=1C=C(C=CC1)I (3-bromo-1-iodobenzene). Procedure details: A mixture of 6,8-dihydro-7-methyl-2H-pyrrolo[3,4-e]benzimidazole (0.25 g), K2CO3 (0.26 g), 3-bromo-1-iodobenzene (0.8 g) and Copper powder (15-20 mg) was heated in N-methyl-2-pyrrolidone (5 ml) at 180° C. for 3 hours. The mixture was then partitioned between EtOAc and water. The organic phase was dried over Na2SO4 and evaporated. The oily residue was purified on SiO2 with EtOAc as the eluent. 1H--NMR (500MHz,CDCl3) ppm: 2.8(s,3H), 4.2(s,2H), 4.45(s,2H), 7.2-7.7(m,6H aromatic) 8.1 (s, 1H imidazol... The product is BrC=1C=C(C=CC1)N1CNC2=C1C=CC1=C2CN(C1)C (3-(3-bromophenyl)-6,8-dihydro-7-methyl-2H-pyrrolo[3,4-e]benzimidazole). Reagents/catalysts: [Cu] (Copper). Starting materials: [Na] (sodium), S1C(=CC=C1)C(=O)OCC (ethyl 2-thiophenecarboxylate), ice water, [Na] (sodium), ClC=1N=C2CC(NC2=CC1Cl)=O (5,6-dichloro-4-azaoxindole), Cl (HCl). The solvent is C(C)O (ethanol). Product: ClC=1N=C2C(C(NC2=CC1Cl)=O)C(C1=CC=CS1)=O (5,6-Dichloro-3-(2-thenoyl)-4-azaoxindole). RXN SMILES: [Na].[Cl:2][C:3]1[N:4]=[C:5]2[C:9](=[CH:10][C:11]=1[Cl:12])[NH:8][C:7](=[O:13])[CH2:6]2.[S:14]1[CH:18]=[CH:17][CH:16]=[C:15]1[C:19](OCC)=[O:20].Cl>C(O)C>[Cl:2][C:3]1[N:4]=[C:5]2[C:9](=[CH:10][C:11]=1[Cl:12])[NH:8][C:7](=[O:13])[CH:6]2[C:19](=[O:20])[C:15]1[S:14][CH:18]=[CH:17][CH:16]=1 |^1:0|. Reported procedure: Pellets of sodium metal (0.29 g, 12.6 mmol) were added to dry ethanol (10 mL) in a dry round-bottomed flask. When dissolution of the sodium was complete, solid 5,6-dichloro-4-azaoxindole (500 mg, 2.46 mmol) was added followed by ethyl 2-thiophenecarboxylate (0.67 mL. 5.0 mmol). The mixture was heated at reflux for one day under nitrogen. The mixture was cooled, poured into ice/water and acidified to pH 3 with 6N HCl solution. The title compound was collected by filtration and dried in vacuo to a...